From a dataset of the Open Reaction Database (ORD), a public repository of structured organic reaction records. describe an organic reaction: reactants, conditions, products, and yield Reactants: [BH3-]C#N, CC[O-], CCO, CCC=O, CCOC(=O)C(N)C(=O)OCC, [Na+], [Na+]. Product: CCCNC(C(=O)OCC)C(=O)OCC. RXN SMILES: [C:21]([BH3-:22])#[N:23].[CH3:14][CH2:15][O-:16].[CH3:25][CH2:26][OH:27].[CH:17]([CH2:18][CH3:19])=[O:20].[NH2:1][CH:2]([C:3](=[O:4])[O:5][CH2:6][CH3:7])[C:8](=[O:9])[O:10][CH2:11][CH3:12].[Na+:13].[Na+:24]>>[NH:1]([CH:2]([C:3](=[O:4])[O:5][CH2:6][CH3:7])[C:8](=[O:9])[O:10][CH2:11][CH3:12])[CH2:17][CH2:18][CH3:19]. The reactants are FC1=C(N)C=CC=C1 (2-fluoroaniline), FC(C(=O)OC1=C(C(=C(C(=C1F)F)F)F)F)(F)F (Pentafluorophenyl trifluoroacetate), ClCCCOC1=CC=C2C(=NC=NC2=C1)NC=1C=NN(C1)CC(=O)O ((4-{[7-(3-chloropropoxy)quinazolin-4-yl]amino}-1H-pyrazol-1-yl)acetic acid), N1=CC=CC=C1 (pyridine), Cl (hydrochloric acid). Solvent: CN(C=O)C (dimethylformamide). Conditions: time 5 hour. Product: ClCCCOC1=CC=C2C(=NC=NC2=C1)NC=1C=NN(C1)CC(=O)NC1=C(C=CC=C1)F (2-(4-{[7-(3-chloropropoxy)quinazolin-4-yl]amino}-1H-pyrazol-1-yl)-N-(2-fluorophenyl)acetamide). As a reaction SMILES: FC(F)(F)C(OC1C(F)=C(F)C(F)=C(F)C=1F)=O.[Cl:19][CH2:20][CH2:21][CH2:22][O:23][C:24]1[CH:33]=[C:32]2[C:27]([C:28]([NH:34][C:35]3[CH:36]=[N:37][N:38]([CH2:40][C:41](O)=[O:42])[CH:39]=3)=[N:29][CH:30]=[N:31]2)=[CH:26][CH:25]=1.N1C=CC=CC=1.[F:50][C:51]1[CH:57]=[CH:56][CH:55]=[CH:54][C:52]=1[NH2:53].Cl>CN(C)C=O>[Cl:19][CH2:20][CH2:21][CH2:22][O:23][C:24]1[CH:33]=[C:32]2[C:27]([C:28]([NH:34][C:35]3[CH:36]=[N:37][N:38]([CH2:40][C:41]([NH:53][C:52]4[CH:54]=[CH:55][CH:56]=[CH:57][C:51]=4[F:50])=[O:42])[CH:39]=3)=[N:29][CH:30]=[N:31]2)=[CH:26][CH:25]=1. Procedure details: Pentafluorophenyl trifluoroacetate (0.325 g, 1.16 mmol) was added dropwise, at room temperature, to a stirred suspension of (4-{[7-(3-chloropropoxy)quinazolin-4-yl]amino}-1H-pyrazol-1-yl)acetic acid (0.300 g, 0.83 mmol) and pyridine (0.092 g, 1.16 mmol) in dimethylformamide (3 ml). After stirring for 5 minutes 2-fluoroaniline (0.184 g, 1.66 mmol) was added and the reaction stirred for 5 hours. The mixture was poured into 0.2N aqueous hydrochloric acid (25 ml) to give 2-(4-{[7-(3-chloropropoxy)qu... The reactants are C1(=CC=CC=C1)CS (Toluene-α-thiol), [Na] (sodium), BrCC([C@H]1CC[C@H]2[C@@H]3CC[C@H]4C[C@@H](CC[C@]4(C)[C@H]3C(C[C@]12C)=O)O)=O (21-Bromo-3α-hydroxy-5α-pregnane-11,20 -dione). Run in CC(C)O (propan-2-ol), C1(=CC=CC=C1)C (toluene). Product: C(C1=CC=CC=C1)SCC([C@H]1CC[C@H]2[C@@H]3CC[C@H]4C[C@@H](CC[C@]4(C)[C@H]3C(C[C@]12C)=O)O)=O (21-Benzylthio-3α-hydroxy-5α-pregnane-11,20-dione). As a reaction SMILES: [C:1]1([CH2:7][SH:8])[CH:6]=[CH:5][CH:4]=[CH:3][CH:2]=1.[Na].Br[CH2:11][C:12](=[O:34])[C@@H:13]1[C@:30]2([CH3:31])[C@H:16]([C@H:17]3[C@H:27]([C:28](=[O:32])[CH2:29]2)[C@:25]2([CH3:26])[C@H:20]([CH2:21][C@H:22]([OH:33])[CH2:23][CH2:24]2)[CH2:19][CH2:18]3)[CH2:15][CH2:14]1>CC(O)C.C1(C)C=CC=CC=1>[CH2:7]([S:8][CH2:11][C:12](=[O:34])[C@@H:13]1[C@:30]2([CH3:31])[C@H:16]([C@H:17]3[C@H:27]([C:28](=[O:32])[CH2:29]2)[C@:25]2([CH3:26])[C@H:20]([CH2:21][C@H:22]([OH:33])[CH2:23][CH2:24]2)[CH2:19][CH2:18]3)[CH2:15][CH2:14]1)[C:1]1[CH:6]=[CH:5][CH:4]=[CH:3][CH:2]=1 |^1:8|. Procedure: Toluene-α-thiol (1.0 ml.) was added to a warm solution of sodium (0.6 g.) in a mixture of propan-2-ol (25 ml.) and toluene (30 ml.). 21-Bromo-3α-hydroxy-5α-pregnane-11,20 -dione (0.7 g.) was then added and the mixture was gently refluxed for 2 hr. The mixture was then partitioned between water and ether and the organic layer was washed with water, dried (Na2SO4) and evaporated. The residue was purified by preparative t.l.c. (CHCl3) to give title compound (0.4 g.) as a white foam, [α]D + 89° (c 1...